From a dataset of the Open Reaction Database (ORD), a public repository of structured organic reaction records. describe an organic reaction: reactants, conditions, products, and yield Starting materials: C(=O)([O-])C(O)C(O)C(=O)[O-].[Na+].[K+] (potassium sodium tartrate), ice, CC1=C(CNC=2C=3N(C=CC2)C(=C(N3)C(=O)OCC)C(=O)OCC)C(=CC=C1)C (diethyl 8-(2,6-dimethylbenzylamino)imidazo[1,2-a]pyridine-2,3-dicarboxylate), COCCO[AlH2-]OCCOC.[Na+] (Red-Al). Run in O (H2O), C1(=CC=CC=C1)C (toluene). Product: CC1=C(CNC=2C=3N(C=CC2)C(=C(N3)CO)CO)C(=CC=C1)C (8-(2,6-Dimethylbenzylamino)-2,3-dihydroxymethyl-imidazo[1,2-a]pyridine). As a reaction SMILES: [CH3:1][C:2]1[CH:28]=[CH:27][CH:26]=[C:25]([CH3:29])[C:3]=1[CH2:4][NH:5][C:6]1[C:7]2[N:8]([C:12]([C:20](OCC)=[O:21])=[C:13]([C:15](OCC)=[O:16])[N:14]=2)[CH:9]=[CH:10][CH:11]=1.COCCO[AlH2-]OCCOC.[Na+].C(C(C(C([O-])=O)O)O)([O-])=O.[Na+].[K+]>C1(C)C=CC=CC=1.O>[CH3:1][C:2]1[CH:28]=[CH:27][CH:26]=[C:25]([CH3:29])[C:3]=1[CH2:4][NH:5][C:6]1[C:7]2[N:8]([C:12]([CH2:20][OH:21])=[C:13]([CH2:15][OH:16])[N:14]=2)[CH:9]=[CH:10][CH:11]=1 |f:1.2,3.4.5|. Reported procedure: To an ice cooled solution of diethyl 8-(2,6-dimethylbenzylamino)imidazo[1,2-a]pyridine-2,3-dicarboxylate (2.5 g, 6.3 mmol) in toluene (100 ml) was added Red-Al (14 ml, 45 mmol)(65% in toluene) during 3 h. The temperature was allowed to rise to room temperature and a Rochell salt solution (35 g potassium sodium tartrate in 250 ml H2O) was added. The organic layer was separated dried and evaporated under reduced pressure. Purification of the residue by column chromatography on silica gel using dic... Reactants: Cc1ccc(N2CCN(C(=O)c3ccc(Br)c(F)c3)CC2)c(C)c1, O=C1NCCO1. Yields the product Cc1ccc(N2CCN(C(=O)c3ccc(N4CCOC4=O)c(F)c3)CC2)c(C)c1. RXN SMILES: [Br:1][c:2]1[c:3]([F:24])[cH:4][c:5]([C:8](=[O:9])[N:10]2[CH2:11][CH2:12][N:13]([c:16]3[c:17]([CH3:23])[cH:18][c:19]([CH3:22])[cH:20][cH:21]3)[CH2:14][CH2:15]2)[cH:6][cH:7]1.[O:25]1[C:26](=[O:30])[NH:27][CH2:28][CH2:29]1>>[c:2]1([N:27]2[C:26](=[O:30])[O:25][CH2:29][CH2:28]2)[c:3]([F:24])[cH:4][c:5]([C:8](=[O:9])[N:10]2[CH2:11][CH2:12][N:13]([c:16]3[c:17]([CH3:23])[cH:18][c:19]([CH3:22])[cH:20][cH:21]3)[CH2:14][CH2:15]2)[cH:6][cH:7]1. Reactants: NC1=C(CN[C@@H]2CC[C@H](CC2)O)C=C(C=C1Br)C(=O)OCC (2-amino-3-bromo-5-carbethoxy-N-(trans-4'-hydroxy-cyclohexyl)-benzylamine), Cl (hydrochloric acid). Product: Cl.NC1=C(CN[C@@H]2CC[C@H](CC2)O)C=C(C=C1Br)C(=O)O (2-Amino-3-bromo-5-carboxy-N-(trans-4'-hydroxy-cyclohexyl)-benzylamine hydrochloride). Reaction SMILES: [NH2:1][C:2]1[C:16]([Br:17])=[CH:15][C:14]([C:18]([O:20]CC)=[O:19])=[CH:13][C:3]=1[CH2:4][NH:5][C@H:6]1[CH2:11][CH2:10][C@H:9]([OH:12])[CH2:8][CH2:7]1.[ClH:23]>>[ClH:23].[NH2:1][C:2]1[C:16]([Br:17])=[CH:15][C:14]([C:18]([OH:20])=[O:19])=[CH:13][C:3]=1[CH2:4][NH:5][C@H:6]1[CH2:7][CH2:8][C@H:9]([OH:12])[CH2:10][CH2:11]1 |f:2.3|. Procedure: 2-Amino-3-bromo-5-carboxy-N-(trans-4'-hydroxy-cyclohexyl)-benzylamine hydrochloride, m.p. 279° C (decomp.) was prepared from 2-amino-3-bromo-5-carbethoxy-N-(trans-4'-hydroxy-cyclohexyl)-benzylamine and 6 N hydrochloric acid analogous to Example 272. Starting materials: NC1=CC=C(C=C1)C=1C(CC(NN1)=O)C (6-(4-aminophenyl)-5-methyl-4,5-dihydro-3(2H)-pyridazinone), CSC1=NC2=CC=CC=C2C(N1)=O (2-methylthio-4-quinazolinone). Solvent: N1=CC=CC=C1 (pyridine). The product is O=C1N=C(NC2=CC=CC=C12)NC1=CC=C(C=C1)C=1C(CC(NN1)=O)C (6-[4-(1,4-Dihydro-4-oxo-2-quinazolinylamino)phenyl]-5-methyl-4,5-dihydro-3(2H)-pyridazinone). Isolated yield 19.3%. As a reaction SMILES: [NH2:1][C:2]1[CH:7]=[CH:6][C:5]([C:8]2[CH:9]([CH3:15])[CH2:10][C:11](=[O:14])[NH:12][N:13]=2)=[CH:4][CH:3]=1.CS[C:18]1[NH:27][C:26](=[O:28])[C:25]2[C:20](=[CH:21][CH:22]=[CH:23][CH:24]=2)[N:19]=1>N1C=CC=CC=1>[O:28]=[C:26]1[C:25]2[C:20](=[CH:21][CH:22]=[CH:23][CH:24]=2)[NH:19][C:18]([NH:1][C:2]2[CH:7]=[CH:6][C:5]([C:8]3[CH:9]([CH3:15])[CH2:10][C:11](=[O:14])[NH:12][N:13]=3)=[CH:4][CH:3]=2)=[N:27]1. Procedure details: A stirred mixture of 6-(4-aminophenyl)-5-methyl-4,5-dihydro-3(2H)-pyridazinone (2 g) and 2-methylthio-4-quinazolinone (2.98 g) in dry pyridine (15 ml) was heated under reflux for 90 hours. The mixture was filtered and the solid digested with boiling acetonitrite to leave a solid (0.66 g), m.p. 313°-319° C. The combined filtrates were evaporated and the residue was heated with pyridine (3 ml) in the absence of a condenser, in an oil bath at 160° C. for 3 hours. The residue was digested with aceto... Starting materials: [N+](=O)([O-])C=1C=CC2=C(SC3(C(OCC3)=O)C2=O)C1 (6-nitro-4',5'-dihydrospiro[benzo[b]thiophen-2(3H),3'(2'H)-furan]-3,2'-dione). Reagents/catalysts: [C].[Pd] (palladium carbon). Run in C(C)(=O)OCC (ethyl acetate), C(C)(=O)O (acetic acid). The product is ONC=1C=CC2=C(SC3(C(OCC3)=O)C2=O)C1 (6-hydroxyamino-4',5'-dihydrospiro[benzo[b]thiophene-2(3H),3'(2'H)-furan]-3,2'-dione). Reaction SMILES: [N+:1]([C:4]1[CH:5]=[CH:6][C:7]2[C:16](=[O:17])[C:10]3([CH2:14][CH2:13][O:12][C:11]3=[O:15])[S:9][C:8]=2[CH:18]=1)([O-])=[O:2]>C(OCC)(=O)C.C(O)(=O)C.[C].[Pd]>[OH:2][NH:1][C:4]1[CH:5]=[CH:6][C:7]2[C:16](=[O:17])[C:10]3([CH2:14][CH2:13][O:12][C:11]3=[O:15])[S:9][C:8]=2[CH:18]=1 |f:3.4|. Reported procedure: In 35 ml of ethyl acetate and 3.5 ml of acetic acid was dissolved 356.3 mg of 6-nitro-4',5'-dihydrospiro[benzo[b]thiophen-2(3H),3'(2'H)-furan]-3,2'-dione as obtained in Reference Example 7, and was subjected to catalytic reduction under atmospheric pressure at room temperature in the presence of 113.3 mg of 5% palladium carbon. After absorption of hydrogen stopped, the catalyst was filtered off, and the filtrate was evaporated to dryness under reduced pressure. Recrystallization of the residue f... The reactants are CCN(CC)C(=O)c1ccc(OC)c(OCc2ccccc2)c1, C1CCOC1, CN(C)CCN(C)C, [Li]C(C)CC, CN(C)C=O. Product: CCN(CC)C(=O)c1ccc(OC)c(OCc2ccccc2)c1C=O. RXN SMILES: [CH2:1]([c:2]1[cH:3][cH:4][cH:5][cH:6][cH:7]1)[O:8][c:9]1[cH:10][c:11]([C:12](=[O:13])[N:14]([CH2:15][CH3:16])[CH2:17][CH3:18])[cH:19][cH:20][c:21]1[O:22][CH3:23].[CH2:42]1[O:43][CH2:44][CH2:45][CH2:46]1.[CH3:24][N:25]([CH3:26])[CH2:27][CH2:28][N:29]([CH3:30])[CH3:31].[CH:32]([Li:33])([CH2:34][CH3:35])[CH3:36].[O:37]=[CH:38][N:39]([CH3:40])[CH3:41]>>[CH2:1]([c:2]1[cH:3][cH:4][cH:5][cH:6][cH:7]1)[O:8][c:9]1[c:10]([CH:38]=[O:37])[c:11]([C:12](=[O:13])[N:14]([CH2:15][CH3:16])[CH2:17][CH3:18])[cH:19][cH:20][c:21]1[O:22][CH3:23]. Starting materials: [H-].[H-].[H-].[H-].[Li+].[Al+3] (LAH), BrC1=CC=C2C(=N1)NC=C2C=O (6-bromo-1H-pyrrolo[2,3-b]pyridine-3-carbaldehyde). Solvent: C1CCOC1 (THF). Yields the product BrC1=CC=C2C(=N1)NC=C2C (6-bromo-3-methyl-1H-pyrrolo[2,3-b]pyridine). RXN SMILES: [H-].[H-].[H-].[H-].[Li+].[Al+3].[Br:7][C:8]1[N:13]=[C:12]2[NH:14][CH:15]=[C:16]([CH:17]=O)[C:11]2=[CH:10][CH:9]=1>C1COCC1>[Br:7][C:8]1[N:13]=[C:12]2[NH:14][CH:15]=[C:16]([CH3:17])[C:11]2=[CH:10][CH:9]=1 |f:0.1.2.3.4.5|. Procedure: LAH (1.0M in THF, 4.45 mL, 4.45 mmol) was added dropwise to refluxing 6-bromo-1H-pyrrolo[2,3-b]pyridine-3-carbaldehyde (1000 mg, 4.45 mmol) in dry THF (16 mL). The mixture was refluxed for 1 h, allowed to attain room temperature, and quenched with water (0.34 mL), w/w 15% aq. NaOH (0.34 mL) and water (1 mL). The resulting precipitation was filtered off, the filtrate concentrated and the residue was partitioned between aqueous NaOH and DCM. The organic layers were combined, dried and concentrated...